From a dataset of the Open Reaction Database (ORD), a public repository of structured organic reaction records. describe an organic reaction: reactants, conditions, products, and yield Reactants: CC1(OC2=C(C(=N1)C1=NC=CC=C1)C=CC=C2)C (2,2-dimethyl-4-(2-pyridyl)-2H-1,3-benzoxazine), C(C)(=O)[O-].[Na+] (sodium acetate), BrBr (bromine). Run in CO (Methanol). Conditions: temperature -40 celsius, time 18 hour. The product is BrC=1C=CC2=C(C(=NC(O2)(C)C)C2=NC=CC=C2)C1 (6-bromo-2,2-dimethyl-4-(2-pyridyl)-2H-1,3-benzoxazine). Yield: 25.9%. As a reaction SMILES: [CH3:1][C:2]1([CH3:18])[N:7]=[C:6]([C:8]2[CH:13]=[CH:12][CH:11]=[CH:10][N:9]=2)[C:5]2[CH:14]=[CH:15][CH:16]=[CH:17][C:4]=2[O:3]1.C([O-])(=O)C.[Na+].[Br:24]Br>CO>[Br:24][C:15]1[CH:16]=[CH:17][C:4]2[O:3][C:2]([CH3:18])([CH3:1])[N:7]=[C:6]([C:8]3[CH:13]=[CH:12][CH:11]=[CH:10][N:9]=3)[C:5]=2[CH:14]=1 |f:1.2|. Procedure: Methanol (25 ml) was added to a mixture of Compound 2 (1.19 g) and sodium acetate (0.82 g). The mixture was cooled to -40° C. and bromine (0.96 g) was added to the mixture. After completion of the addition, the mixture was warmed and the mixture was stirred at 5° to 8° C. for 18 hours. The reaction was quenched by adding aqueous sodium sulfite solution, and the methanol was distilled off. The residue was extracted with ethyl acetate. The extract was successively washed with aqueous sodium bicarb...